This data is from the Open Reaction Database (ORD), a public repository of structured organic reaction records. The task is: describe an organic reaction: reactants, conditions, products, and yield Reactants: [Si](C)(C)(C(C)(C)C)O[C@@H]1C=2C(=C(C(=NC2CC2(C1)CCC2)C(C)C)[C@H](O)C2=CC=C(C=C2)C(F)(F)F)I ((R)—((S)-5′-(tert-butyldimethylsilyloxy)-4′-iodo-2′-isopropyl-6′,8′-dihydro-5′H-spiro[cyclobutane-1,7′-quinoline]-3′-yl)(4-(trifluoromethyl)phenyl)methanol), O1CCC(=CC1)B1OC(C(O1)(C)C)(C)C (2-(3,6-dihydro-2H-pyran-4-yl)-4,4,5,5-tetramethyl-1,3,2-dioxaborolane). The product is [Si](C)(C)(C(C)(C)C)O[C@@H]1C=2C(=C(C(=NC2CC2(C1)CCC2)C(C)C)[C@H](O)C2=CC=C(C=C2)C(F)(F)F)C=2CCOCC2 ((R)—((S)-5′-(tert-butyldimethylsilyloxy)-4′-(3,6-dihydro-2H-pyran-4-yl)-2′-isopropyl-6′,8′-dihydro-5′H-spiro[cyclobutane-1,7′-quinoline]-3′-yl)(4-(trifluoromethyl)phenyl)methanol). As a reaction SMILES: [Si:1]([O:8][C@H:9]1[CH2:18][C:17]2([CH2:21][CH2:20][CH2:19]2)[CH2:16][C:15]2[N:14]=[C:13]([CH:22]([CH3:24])[CH3:23])[C:12]([C@@H:25]([C:27]3[CH:32]=[CH:31][C:30]([C:33]([F:36])([F:35])[F:34])=[CH:29][CH:28]=3)[OH:26])=[C:11](I)[C:10]1=2)([C:4]([CH3:7])([CH3:6])[CH3:5])([CH3:3])[CH3:2].[O:38]1[CH2:43][CH:42]=[C:41](B2OC(C)(C)C(C)(C)O2)[CH2:40][CH2:39]1>>[Si:1]([O:8][C@H:9]1[CH2:18][C:17]2([CH2:21][CH2:20][CH2:19]2)[CH2:16][C:15]2[N:14]=[C:13]([CH:22]([CH3:24])[CH3:23])[C:12]([C@@H:25]([C:27]3[CH:32]=[CH:31][C:30]([C:33]([F:36])([F:35])[F:34])=[CH:29][CH:28]=3)[OH:26])=[C:11]([C:41]3[CH2:42][CH2:43][O:38][CH2:39][CH:40]=3)[C:10]1=2)([C:4]([CH3:7])([CH3:6])[CH3:5])([CH3:3])[CH3:2]. Procedure: Obtained by starting from (R)—((S)-5′-(tert-butyldimethylsilyloxy)-4′-iodo-2′-isopropyl-6′,8′-dihydro-5′H-spiro[cyclobutane-1,7′-quinoline]-3′-yl)(4-(trifluoromethyl)phenyl)methanol and 2-(3,6-dihydro-2H-pyran-4-yl)-4,4,5,5-tetramethyl-1,3,2-dioxaborolane. Starting materials: [Al+3], C1CCOC1, CN(C)C(=O)C1CC(n2cc(-c3cccc(OCc4ccccc4)c3)c3c(N)ncnc32)C1, [H-], [H-], [H-], [H-], [Li+], [Na+], [OH-], O. Product: CN(C)CC1CC(n2cc(-c3cccc(OCc4ccccc4)c3)c3c(N)ncnc32)C1. RXN SMILES: [Al+3:35].[CH2:43]1[O:44][CH2:45][CH2:46][CH2:47]1.[CH3:1][N:2]([C:3](=[O:4])[CH:5]1[CH2:6][CH:7]([n:9]2[cH:10][c:11](-[c:19]3[cH:20][c:21]([O:25][CH2:26][c:27]4[cH:28][cH:29][cH:30][cH:31][cH:32]4)[cH:22][cH:23][cH:24]3)[c:12]3[c:13]2[n:14][cH:15][n:16][c:17]3[NH2:18])[CH2:8]1)[CH3:33].[H-:34].[H-:37].[H-:38].[H-:39].[Li+:36].[Na+:42].[OH-:41].[OH2:40]>>[CH3:1][N:2]([CH2:3][CH:5]1[CH2:6][CH:7]([n:9]2[cH:10][c:11](-[c:19]3[cH:20][c:21]([O:25][CH2:26][c:27]4[cH:28][cH:29][cH:30][cH:31][cH:32]4)[cH:22][cH:23][cH:24]3)[c:12]3[c:13]2[n:14][cH:15][n:16][c:17]3[NH2:18])[CH2:8]1)[CH3:33]. RXN SMILES: [C:1]([O:5][C:6]([C:8]1[C:9]([C:14]2[CH:19]=[CH:18][C:17]([Cl:20])=[CH:16][CH:15]=2)=[N:10][S:11][C:12]=1Br)=[O:7])([CH3:4])([CH3:3])[CH3:2].O.C([O-])([O-])=O.[Na+].[Na+]>COCCOC>[C:1]([O:5][C:6]([C:8]1[C:9]([C:14]2[CH:19]=[CH:18][C:17]([Cl:20])=[CH:16][CH:15]=2)=[N:10][S:11][C:12]=1[C:14]1[CH:19]=[CH:18][CH:17]=[CH:16][CH:15]=1)=[O:7])([CH3:4])([CH3:3])[CH3:2] |f:2.3.4|. Reactants: 10, O (water), C(=O)([O-])[O-].[Na+].[Na+] (Na2CO3), C(C)(C)(C)OC(=O)C=1C(=NSC1Br)C1=CC=C(C=C1)Cl (5-Bromo-3-(4-chloro-phenyl)-isothiazole-4-carboxylic acid tert-butyl ester). Procedure: Starting material 9 (1.12 g) is dissolved in DME (12 ml) and to this are added 439 mg of 10, water (5 ml) and 954 mg of Na2CO3. The mixture is degassed with argon for 5 min. Pd(dppf)Cl2 (121 mg) is added, the tube is sealed and the reaction mixture is heated at 100° C. in the microwave for 15 min. TLC (Hep/EtOAc, 80/20) shows a good conversion into a slower moving spot. The reaction mixture is diluted with EtOAc and washed with water and brine. The organic layer is dried and concentrated. The re... The product is C(C)(C)(C)OC(=O)C=1C(=NSC1C1=CC=CC=C1)C1=CC=C(C=C1)Cl (3-(4-Chloro-phenyl)-5-phenyl-isothiazole-4-carboxylic acid tert-butylester). Conditions: temperature 100 celsius. Solvent: COCCOC (DME). The reactants are C(C)(C)(C)OC(=O)N1CC(C(CC1)NCC1=CC=CC=C1)O (4-benzylamino-3-hydroxy-piperidine-1-carboxylic acid tert-butyl ester), C([C@@H](O)[C@H](O)C(=O)O)(=O)O (D-(−)-tartaric acid). Solvent: C(C)#N.O (acetonitrile water). Yields the product C(C(O)C(O)C(=O)O)(=O)O (tartaric acid). Reaction SMILES: C(OC(N1CCC(NCC2C=CC=CC=2)C(O)C1)=O)(C)(C)C.[C:23]([OH:32])(=[O:31])[C@H:24]([C@@H:26]([C:28]([OH:30])=[O:29])[OH:27])[OH:25]>C(#N)C.O>[C:23]([OH:32])(=[O:31])[CH:24]([CH:26]([C:28]([OH:30])=[O:29])[OH:27])[OH:25] |f:2.3|. Reported procedure: Concentrate the mother liquor of Preparation 77 to obtain enantio enriched (3S,4S)-3-hydroxy-4-phenethyl-piperidine-1-carboxylic acid tert-butyl ester L-(+)-tartaric acid salt (0.0377 mol, 17.2 g). Add 4% aqueous potassium carbonate solution (500 mL) and stir for 30 min. Extract the free amine with dichloromethane. Dry the organic layer over anhydrous sodium sulfate, filter, and concentrate to obtain the free amine (11.0 g). Heat a mixture of 4-benzylamino-3-hydroxy-piperidine-1-carboxylic acid ... Starting materials: B(OC1=CC=C(C=C1)C)([O-])[O-] (4-methylphenyl borate), BrC=1C=CC2=C(C=C(CCN2S(=O)(=O)C(F)(F)F)C(=O)OCC)C1 (ethyl 7-bromo-1-[(trifluoromethyl)sulfonyl]-2,3-dihydro-1-benzazepine-4-carboxylate), tetrakistriphenylphosphine palladium, C([O-])([O-])=O.[K+].[K+] (potassium carbonate). The solvent is O.C(C)O.C1(=CC=CC=C1)C (water ethanol toluene), C(C)(=O)OCC (ethyl acetate). Conditions: time 30 minute. Product: CC1=CC=C(C=C1)C=1C=CC2=C(C=C(CCN2S(=O)(=O)C(F)(F)F)C(=O)OCC)C1 (ethyl 7-(4-methylphenyl)-1-[(trifluoromethyl)sulfonyl]-2,3-dihydro-1-benzazepine-4-carboxylate). Isolated yield 89.6%. RXN SMILES: B([O-])([O-])O[C:3]1[CH:8]=[CH:7][C:6]([CH3:9])=[CH:5][CH:4]=1.Br[C:13]1[CH:14]=[CH:15][C:16]2[N:22]([S:23]([C:26]([F:29])([F:28])[F:27])(=[O:25])=[O:24])[CH2:21][CH2:20][C:19]([C:30]([O:32][CH2:33][CH3:34])=[O:31])=[CH:18][C:17]=2[CH:35]=1.C(=O)([O-])[O-].[K+].[K+]>O.C(O)C.C1(C)C=CC=CC=1.C(OCC)(=O)C>[CH3:9][C:6]1[CH:7]=[CH:8][C:3]([C:13]2[CH:14]=[CH:15][C:16]3[N:22]([S:23]([C:26]([F:27])([F:29])[F:28])(=[O:24])=[O:25])[CH2:21][CH2:20][C:19]([C:30]([O:32][CH2:33][CH3:34])=[O:31])=[CH:18][C:17]=3[CH:35]=2)=[CH:4][CH:5]=1 |f:2.3.4,5.6.7|. Procedure: In water/ethanol/toluene (1:1:10, 36.0 ml) 4-methylphenyl borate (194 mg) and ethyl 7-bromo-1-[(trifluoromethyl)sulfonyl]-2,3-dihydro-1-benzazepine-4-carboxylate (510 mg) were dissolved, and to the mixture was added potassium carbonate (395 mg). The mixture was stirred under argon atmosphere for 30 minutes, and to the mixture was added tetrakistriphenylphosphine palladium (138 mg). Under argon atmosphere, the mixture was refluxed for 17 hours, and the mixture was diluted with ethyl acetate (150 ... Starting materials: Cl.C(C)OC(C(N)CC1=CC=C(C=C1)O)=O (DL-tyrosine ethyl ester hydrochloride), C(CC)=O (propionaldehyde), C(#N)[BH3-].[Na+] (sodium cyanoborohydride). The product is OC1=CC=C(C=C1)CC(C(=O)OCC)NCCC (Ethyl 3-(4-hydroxyphenyl)-2-propylaminopropionate). As a reaction SMILES: Cl.[CH2:2]([O:4][C:5](=[O:16])[CH:6]([CH2:8][C:9]1[CH:14]=[CH:13][C:12]([OH:15])=[CH:11][CH:10]=1)[NH2:7])[CH3:3].[CH:17](=O)[CH2:18][CH3:19].C([BH3-])#N.[Na+]>>[OH:15][C:12]1[CH:11]=[CH:10][C:9]([CH2:8][CH:6]([NH:7][CH2:17][CH2:18][CH3:19])[C:5]([O:4][CH2:2][CH3:3])=[O:16])=[CH:14][CH:13]=1 |f:0.1,3.4|. Procedure details: In a similar manner to that described in Reference example 59(a), a reaction is carried out using DL-tyrosine ethyl ester hydrochloride, propionaldehyde and sodium cyanoborohydride and the reaction mixture is treated to afford the desired compound. Starting materials: CC1(C)C(C#CC(=O)O)C1C(=O)OC(C#N)c1cccc(Oc2ccccc2)c1, OCC1CC1. Yields the product CC1(C)C(C#CC(=O)OCC2CC2)C1C(=O)OC(C#N)c1cccc(Oc2ccccc2)c1. Reaction SMILES: [CH3:1][C:2]1([CH3:29])[CH:3]([C:10](=[O:11])[O:12][CH:13]([c:14]2[cH:15][c:16]([O:20][c:21]3[cH:22][cH:23][cH:24][cH:25][cH:26]3)[cH:17][cH:18][cH:19]2)[C:27]#[N:28])[CH:4]1[C:5]#[C:6][C:7](=[O:8])[OH:9].[CH:30]1([CH2:33][OH:34])[CH2:31][CH2:32]1>>[CH3:1][C:2]1([CH3:29])[CH:3]([C:10](=[O:11])[O:12][CH:13]([c:14]2[cH:15][c:16]([O:20][c:21]3[cH:22][cH:23][cH:24][cH:25][cH:26]3)[cH:17][cH:18][cH:19]2)[C:27]#[N:28])[CH:4]1[C:5]#[C:6][C:7](=[O:8])[O:9][CH2:33][CH:30]1[CH2:31][CH2:32]1. Starting materials: C(C1=CC=CO1)S (furfuryl mercaptan), COC1=CC=C(C=C1)C1=CC=C(C=C1)S(=O)(=O)NC(C(=O)OC)CC1CO1 (methyl 2-[(4′-methoxy[1,1′-biphenyl]-4-yl)sulfonyl]amino-4,5-epoxypentanoate), compound 20. Product: COC1=CC=C(C=C1)C1=CC=C(C=C1)S(=O)(=O)NC(C(=O)O)CC(CSCC1=CC=CO1)O (2-[(4′-Methoxy[1,1′-biphenyl]-4-yl)sulfonyl]amino-4-hydroxy-5-[furfurylthio]-pentanoic acid). As a reaction SMILES: [CH2:1]([SH:7])[C:2]1[O:6][CH:5]=[CH:4][CH:3]=1.[CH3:8][O:9][C:10]1[CH:15]=[CH:14][C:13]([C:16]2[CH:21]=[CH:20][C:19]([S:22]([NH:25][CH:26]([CH2:31][CH:32]3[O:34][CH2:33]3)[C:27]([O:29]C)=[O:28])(=[O:24])=[O:23])=[CH:18][CH:17]=2)=[CH:12][CH:11]=1>>[CH3:8][O:9][C:10]1[CH:11]=[CH:12][C:13]([C:16]2[CH:17]=[CH:18][C:19]([S:22]([NH:25][CH:26]([CH2:31][CH:32]([OH:34])[CH2:33][S:7][CH2:1][C:2]3[O:6][CH:5]=[CH:4][CH:3]=3)[C:27]([OH:29])=[O:28])(=[O:23])=[O:24])=[CH:20][CH:21]=2)=[CH:14][CH:15]=1. Procedure: Example 52 is prepared from furfuryl mercaptan and 1d using the procedure described for compound 20. Reactants: O=C([O-])[O-], N#Cc1cc2c(Nc3ccc(Cl)cc3F)ccnc2cc1O, ClCCCN1CCOCC1, [K+], [K+], CN(C)C=O. The product is N#Cc1cc2c(Nc3ccc(Cl)cc3F)ccnc2cc1OCCCN1CCOCC1. RXN SMILES: [C:33](=[O:34])([O-:35])[O-:36].[Cl:1][c:2]1[cH:3][c:4]([F:22])[c:5]([NH:6][c:7]2[cH:8][cH:9][n:10][c:11]3[cH:12][c:13]([OH:19])[c:14]([C:17]#[N:18])[cH:15][c:16]23)[cH:20][cH:21]1.[Cl:23][CH2:24][CH2:25][CH2:26][N:27]1[CH2:28][CH2:29][O:30][CH2:31][CH2:32]1.[K+:37].[K+:38].[O:39]=[CH:40][N:41]([CH3:42])[CH3:43]>>[Cl:1][c:2]1[cH:3][c:4]([F:22])[c:5]([NH:6][c:7]2[cH:8][cH:9][n:10][c:11]3[cH:12][c:13]([O:19][CH2:24][CH2:25][CH2:26][N:27]4[CH2:28][CH2:29][O:30][CH2:31][CH2:32]4)[c:14]([C:17]#[N:18])[cH:15][c:16]23)[cH:20][cH:21]1.